This data is from the Open Reaction Database (ORD), a public repository of structured organic reaction records. The task is: describe an organic reaction: reactants, conditions, products, and yield Reactants: C(C)(C)(C)C1=CC=C(C=C1)C=1C=C(NC1)C1=CC=C(C=C1)OC (4-(4-tert-butylphenyl)-2-(4-methoxyphenyl)pyrrole), COC1=C(C(=O)Cl)C=CC=C1 (2-methoxybenzoylchloride). Run in C1(=CC=CC=C1)C (toluene). Yields the product COC1=C(C(=O)C=2NC(=CC2C2=CC=C(C=C2)C(C)(C)C)C2=CC=C(C=C2)OC)C=CC=C1 (2-(2-methoxybenzoyl)-3-(4-tert-butylphenyl)-5-(4-methoxyphenyl)pyrrole). Yield: 60.2%. RXN SMILES: [C:1]([C:5]1[CH:10]=[CH:9][C:8]([C:11]2[CH:12]=[C:13]([C:16]3[CH:21]=[CH:20][C:19]([O:22][CH3:23])=[CH:18][CH:17]=3)[NH:14][CH:15]=2)=[CH:7][CH:6]=1)([CH3:4])([CH3:3])[CH3:2].[CH3:24][O:25][C:26]1[CH:34]=[CH:33][CH:32]=[CH:31][C:27]=1[C:28](Cl)=[O:29]>C1(C)C=CC=CC=1>[CH3:24][O:25][C:26]1[CH:34]=[CH:33][CH:32]=[CH:31][C:27]=1[C:28]([C:15]1[NH:14][C:13]([C:16]2[CH:17]=[CH:18][C:19]([O:22][CH3:23])=[CH:20][CH:21]=2)=[CH:12][C:11]=1[C:8]1[CH:7]=[CH:6][C:5]([C:1]([CH3:4])([CH3:2])[CH3:3])=[CH:10][CH:9]=1)=[O:29]. Procedure: A mixed solution of 300 mg of 4-(4-tert-butylphenyl)-2-(4-methoxyphenyl)pyrrole, 201 mg of 2-methoxybenzoylchloride, and 10 mL of toluene was heated at 120° C. for 6 hours under a nitrogen flow. After cooling to room temperature, evaporation was performed. After washing with 20 mL of ethanol and vacuum drying, 260 mg of 2-(2-methoxybenzoyl)-3-(4-tert-butylphenyl)-5-(4-methoxyphenyl)pyrrole was obtained. The reactants are amide, C(C)(C)(C)OC(NC(CC1=CC=C(C=C1)C1=CC=C(C=C1)CCC(N)=O)C(N(C)C)=O)=O ({2-[4′-(2-carbamoylethyl)-biphenyl-4-yl]-1-dimethylcarbamoylethyl}-carbamic acid tert-butyl ester), C(Cl)Cl (CH2Cl2). Reaction conditions: temperature 2.5 celsius, time 1 hour. Yields the product Cl.NC(C(=O)N(C)C)CC1=CC=C(C=C1)C1=CC=C(C=C1)CCC(N)=O (2-amino-3-[4′-(2-carbamoylethyl)-biphenyl-4-yl]-N,N-dimethylpropionamide hydrochloric acid salt). Reaction SMILES: C(OC(=O)[NH:7][CH:8]([C:27](=[O:31])[N:28]([CH3:30])[CH3:29])[CH2:9][C:10]1[CH:15]=[CH:14][C:13]([C:16]2[CH:21]=[CH:20][C:19]([CH2:22][CH2:23][C:24](=[O:26])[NH2:25])=[CH:18][CH:17]=2)=[CH:12][CH:11]=1)(C)(C)C.C(Cl)[Cl:34]>>[ClH:34].[NH2:7][CH:8]([CH2:9][C:10]1[CH:15]=[CH:14][C:13]([C:16]2[CH:17]=[CH:18][C:19]([CH2:22][CH2:23][C:24](=[O:26])[NH2:25])=[CH:20][CH:21]=2)=[CH:12][CH:11]=1)[C:27]([N:28]([CH3:30])[CH3:29])=[O:31] |f:2.3|. Reported procedure: The amide compound 51 (1.0 g) was dissolved in CH2Cl2 (25 mL) and cooled to 0-5° C. Hydrogen chloride gas was bubbled through this solution for 20 min. The bubbling was discontinued and the reaction mixture was stirred at room temperature for 1 h. The excess HCl was degassed and the CH2Cl2 was removed. The residual solid was triturated with EtOAc (2×50 mL), decanted, and dried to yield the desired compound 52 as a white amorphous solid that was extremely hygroscopic (0.68 g, 79.5%). 1H NMR (DMSO... Starting materials: C1CCOC1, CO, CC(NC(=O)[O-])C(O)c1cc(F)cc(F)c1, [K+], [OH-]. The product is CC1NC(=O)OC1c1cc(F)cc(F)c1. Reaction SMILES: [CH2:21]1[O:22][CH2:23][CH2:24][CH2:25]1.[CH3:17][OH:18].[F:1][c:2]1[cH:3][c:4]([CH:9]([CH:10]([CH3:11])[NH:12][C:13]([O-:14])=[O:15])[OH:16])[cH:5][c:6]([F:8])[cH:7]1.[K+:20].[OH-:19]>>[F:1][c:2]1[cH:3][c:4]([CH:9]2[CH:10]([CH3:11])[NH:12][C:13](=[O:15])[O:16]2)[cH:5][c:6]([F:8])[cH:7]1. The reactants are ClC1=CC=C(C=C1)N1C(=NC2=C(C1=O)NN=C2C2=CC=CC=C2)C2=CC=C(C=C2)C(C)C (6-(4-chloro-phenyl)-5-(4-isopropyl-phenyl)-3-phenyl-1,6-dihydro-pyrazolo[4,3-d]pyrimidin-7-one), CS(=O)(=O)Cl (MsCl), TEA. Run in C(Cl)Cl (DCM). Reaction conditions: time 8 hour. Product: ClC1=CC=C(C=C1)N1C(=NC2=C(C1=O)N(N=C2C2=CC=CC=C2)S(=O)(=O)C)C2=CC=C(C=C2)C(C)C (6-(4-chloro-phenyl)-5-(4-isopropyl-phenyl)-1-methanesulfonyl-3-phenyl-1,6-dihydro-pyrazolo[4,3-d]pyrimidin-7-one). RXN SMILES: [Cl:1][C:2]1[CH:7]=[CH:6][C:5]([N:8]2[C:13](=[O:14])[C:12]3[NH:15][N:16]=[C:17]([C:18]4[CH:23]=[CH:22][CH:21]=[CH:20][CH:19]=4)[C:11]=3[N:10]=[C:9]2[C:24]2[CH:29]=[CH:28][C:27]([CH:30]([CH3:32])[CH3:31])=[CH:26][CH:25]=2)=[CH:4][CH:3]=1.[CH3:33][S:34](Cl)(=[O:36])=[O:35]>C(Cl)Cl>[Cl:1][C:2]1[CH:3]=[CH:4][C:5]([N:8]2[C:13](=[O:14])[C:12]3[N:15]([S:34]([CH3:33])(=[O:36])=[O:35])[N:16]=[C:17]([C:18]4[CH:23]=[CH:22][CH:21]=[CH:20][CH:19]=4)[C:11]=3[N:10]=[C:9]2[C:24]2[CH:25]=[CH:26][C:27]([CH:30]([CH3:32])[CH3:31])=[CH:28][CH:29]=2)=[CH:6][CH:7]=1. Procedure details: To a solution of 6-(4-chloro-phenyl)-5-(4-isopropyl-phenyl)-3-phenyl-1,6-dihydro-pyrazolo[4,3-d]pyrimidin-7-one (20.0 mg, 0.045 mmol) in DCM (0.5 mL) are added MsCl (7.05 μL, 0.091 mmol) and TEA (12.64 μL, 0.091 mmol). The reaction mixture is stirred at room temperature for overnight before removal of the solvent, The residue is purified by preparative LC/MS to provide the title compound; 1H NMR (CDCl3, 400 MHz) δ 8.47 (dd, 2H), 7.48 (m, 3H), 7.34 (d, 2H), 7.28 (d, 2H), 7.14 (m, 4H), 3.77 (s, 3H... Starting materials: CO, Cl, O=[N+]([O-])c1cccc2nc(-c3nnn[nH]3)oc12. Product: Nc1cccc2nc(-c3nnn[nH]3)oc12. As a reaction SMILES: [CH3:19][OH:20].[ClH:18].[N+:1]([O-:2])(=[O:3])[c:4]1[cH:5][cH:6][cH:7][c:8]2[n:9][c:10](-[c:13]3[n:14][n:15][n:16][nH:17]3)[o:11][c:12]12>>[NH2:1][c:4]1[cH:5][cH:6][cH:7][c:8]2[n:9][c:10](-[c:13]3[n:14][n:15][n:16][nH:17]3)[o:11][c:12]12. The reactants are CCCCCCCCCBr, OCCCCO, CN(C)C=O, [H-], [Na+]. The product is CCCCCCCCCOCCCCO. As a reaction SMILES: [Br:9][CH2:10][CH2:11][CH2:12][CH2:13][CH2:14][CH2:15][CH2:16][CH2:17][CH3:18].[CH2:1]([CH2:2][CH2:3][CH2:4][OH:5])[OH:6].[CH3:19][N:20]([CH3:21])[CH:22]=[O:23].[H-:7].[Na+:8]>>[CH2:1]([CH2:2][CH2:3][CH2:4][O:5][CH2:10][CH2:11][CH2:12][CH2:13][CH2:14][CH2:15][CH2:16][CH2:17][CH3:18])[OH:6].